This data is from the Open Reaction Database (ORD), a public repository of structured organic reaction records. The task is: describe an organic reaction: reactants, conditions, products, and yield The reactants are N#Cc1ccc(F)c(OCC(O)c2ccc(OCc3ccc(Cl)c(Cl)c3)cc2)c1, [H-], [Na+]. Yields the product N#Cc1ccc2c(c1)OCC(c1ccc(OCc3ccc(Cl)c(Cl)c3)cc1)O2. Reaction SMILES: [Cl:1][c:2]1[cH:3][c:4]([CH2:5][O:6][c:7]2[cH:8][cH:9][c:10]([CH:13]([CH2:14][O:15][c:16]3[cH:17][c:18]([C:19]#[N:20])[cH:21][cH:22][c:23]3[F:24])[OH:25])[cH:11][cH:12]2)[cH:26][cH:27][c:28]1[Cl:29].[H-:30].[Na+:31]>>[Cl:1][c:2]1[cH:3][c:4]([CH2:5][O:6][c:7]2[cH:8][cH:9][c:10]([CH:13]3[CH2:14][O:15][c:16]4[cH:17][c:18]([C:19]#[N:20])[cH:21][cH:22][c:23]4[O:25]3)[cH:11][cH:12]2)[cH:26][cH:27][c:28]1[Cl:29]. The reactants are C(C1=CC=CC=C1)Br (Benzyl bromide), C([O-])([O-])=O.[K+].[K+] (potassium carbonate), C(CCC)OC(=O)N1CCC(CC1)C(=O)O (N-Butoxycarbonyl-4-piperidinecarboxylic acid). Solvent: CN(C=O)C (dimethylformamide). Conditions: temperature 60 celsius. Product: C(CCC)OC(=O)N1CCC(CC1)C(=O)OCC1=CC=CC=C1 (benzyl N-butoxycarbonylpiperidine-4-carboxylate). Reaction SMILES: [CH2:1]([O:5][C:6]([N:8]1[CH2:13][CH2:12][CH:11]([C:14]([OH:16])=[O:15])[CH2:10][CH2:9]1)=[O:7])[CH2:2][CH2:3][CH3:4].[CH2:17](Br)[C:18]1[CH:23]=[CH:22][CH:21]=[CH:20][CH:19]=1.C(=O)([O-])[O-].[K+].[K+]>CN(C)C=O>[CH2:1]([O:5][C:6]([N:8]1[CH2:13][CH2:12][CH:11]([C:14]([O:16][CH2:17][C:18]2[CH:23]=[CH:22][CH:21]=[CH:20][CH:19]=2)=[O:15])[CH2:10][CH2:9]1)=[O:7])[CH2:2][CH2:3][CH3:4] |f:2.3.4|. Procedure details: N-Butoxycarbonyl-4-piperidinecarboxylic acid (4.6 g) was dissolved in dimethylformamide (20 ml) and placed under an atmosphere of nitrogen. Benzyl bromide (2.9 ml) and potassium carbonate (8.3 g) were added and heated at 60° C. for 3 h. The dimethylformamide was removed in vacuo and azeotroped with toluene (three times). The residue was dispersed between ethyl acetate and water and the aqueous phase was extracted with ethyl acetate (3×100 ml). The combined organic phases were washed with brine a... Reactants: CCOCC (ether), C(C1=CC=CC=C1)OC(=O)N1CC=2NC3=CC=CC=C3C2CC1C1=NN=NN1 ((3RS)-2-Benzyloxycarbonyl-3-(1H-tetrazol-5-yl)-1,2,3,4-tetrahydro-β-carboline), solution, Br (HBr). Run in C(C)(=O)O (acetic acid), C(C)(=O)O (acetic acid). Reaction conditions: time 20 minute. The product is N1N=NN=C1C1NCC=2NC3=CC=CC=C3C2C1 ((3RS)-3-(1H-Tetrazol-5-yl)-1,2,3,4-tetrahydro-β-carboline). As a reaction SMILES: C(OC([N:11]1[CH:23]([C:24]2[NH:28][N:27]=[N:26][N:25]=2)[CH2:22][C:21]2[C:20]3[C:15](=[CH:16][CH:17]=[CH:18][CH:19]=3)[NH:14][C:13]=2[CH2:12]1)=O)C1C=CC=CC=1.Br.CCOCC>C(O)(=O)C>[NH:28]1[C:24]([CH:23]2[CH2:22][C:21]3[C:20]4[C:15](=[CH:16][CH:17]=[CH:18][CH:19]=4)[NH:14][C:13]=3[CH2:12][NH:11]2)=[N:25][N:26]=[N:27]1. Procedure details: (3RS)-2-Benzyloxycarbonyl-3-(1H-tetrazol-5-yl)-1,2,3,4-tetrahydro-β-carboline (0.3 g) is dissolved in acetic acid (1 ml) and thereto is added dropwise a 25% solution of HBr in acetic acid (2 ml). The mixture is stirred at room temperature for 20 minutes, and thereto is added ether. The precipitates are collected by filtration, washed with ether and dried to give the title compound (0.257 g, quantitatively) as pale yellow powder. Reactants: Cc1cc(Br)cc(C)c1NC(=O)CC(C)(C)C, CC(C)(C)[O-], Cc1ccccc1, CN(C)c1ccccc1-c1ccccc1P(C1CCCCC1)C1CCCCC1, FC(F)(F)c1cnc2c(c1)CNCC2, [K+]. The product is Cc1cc(N2CCc3ncc(C(F)(F)F)cc3C2)cc(C)c1NC(=O)CC(C)(C)C. Reaction SMILES: [Br:35][c:36]1[cH:37][c:38]([CH3:51])[c:39]([NH:43][C:44]([CH2:45][C:46]([CH3:47])([CH3:48])[CH3:49])=[O:50])[c:40]([CH3:42])[cH:41]1.[CH3:29][C:30]([CH3:31])([O-:32])[CH3:33].[CH3:66][c:67]1[cH:68][cH:69][cH:70][cH:71][cH:72]1.[CH:1]1([P:2]([CH:3]2[CH2:4][CH2:5][CH2:6][CH2:7][CH2:8]2)[c:9]2[cH:10][cH:11][cH:12][cH:13][c:14]2-[c:15]2[cH:16][cH:17][cH:18][cH:19][c:20]2[N:21]([CH3:22])[CH3:23])[CH2:24][CH2:25][CH2:26][CH2:27][CH2:28]1.[F:52][C:53]([c:54]1[cH:55][n:56][c:57]2[c:62]([cH:63]1)[CH2:61][NH:60][CH2:59][CH2:58]2)([F:64])[F:65].[K+:34]>>[c:36]1([N:60]2[CH2:59][CH2:58][c:57]3[n:56][cH:55][c:54]([C:53]([F:52])([F:64])[F:65])[cH:63][c:62]3[CH2:61]2)[cH:37][c:38]([CH3:51])[c:39]([NH:43][C:44]([CH2:45][C:46]([CH3:47])([CH3:48])[CH3:49])=[O:50])[c:40]([CH3:42])[cH:41]1. The reactants are ClCCl, O=[Cr](=O)=O, CC(C)(C)OC(=O)N1CCC(CO)C1, c1ccncc1. The product is CC(C)(C)OC(=O)N1CCC(C=O)C1. RXN SMILES: [Cl:25][CH2:26][Cl:27].[O:7]=[Cr:8](=[O:9])=[O:10].[OH:11][CH2:12][CH:13]1[CH2:14][N:15]([C:18](=[O:19])[O:20][C:21]([CH3:22])([CH3:23])[CH3:24])[CH2:16][CH2:17]1.[cH:1]1[cH:2][cH:3][n:4][cH:5][cH:6]1>>[O:11]=[CH:12][CH:13]1[CH2:14][N:15]([C:18](=[O:19])[O:20][C:21]([CH3:22])([CH3:23])[CH3:24])[CH2:16][CH2:17]1. The reactants are C(CCCCCCCCCCCCCCC)OC1C=CC(C(O1)C(C)C)=O (6-cetyloxy-2-isopropyl-2H-pyran-3(6H)-one), N1CCCCC1 (piperidine), C=O (formalin). Solvent: CO (methanol). Product: C(CCCCCCCCCCCCCCC)OC1C=C(C(C(O1)C(C)C)=O)CN1CCCCC1 (6-cetyloxy-4-piperidinomethyl-2-isopropyl-2H-pyran-3(6H)-one). Yield: 96.9%. RXN SMILES: [CH2:1]([O:17][CH:18]1[O:23][CH:22]([CH:24]([CH3:26])[CH3:25])[C:21](=[O:27])[CH:20]=[CH:19]1)[CH2:2][CH2:3][CH2:4][CH2:5][CH2:6][CH2:7][CH2:8][CH2:9][CH2:10][CH2:11][CH2:12][CH2:13][CH2:14][CH2:15][CH3:16].[NH:28]1[CH2:33][CH2:32][CH2:31][CH2:30][CH2:29]1.[CH2:34]=O>CO>[CH2:1]([O:17][CH:18]1[O:23][CH:22]([CH:24]([CH3:26])[CH3:25])[C:21](=[O:27])[C:20]([CH2:34][N:28]2[CH2:33][CH2:32][CH2:31][CH2:30][CH2:29]2)=[CH:19]1)[CH2:2][CH2:3][CH2:4][CH2:5][CH2:6][CH2:7][CH2:8][CH2:9][CH2:10][CH2:11][CH2:12][CH2:13][CH2:14][CH2:15][CH3:16]. Procedure details: In 50 ml of methanol was dissolved 3.8 g of 6-cetyloxy-2-isopropyl-2H-pyran-3(6H)-one with stirring. Into the solution were added 1.02 g of piperidine and 1.05 g of 37% formalin solution, and the mixture was stirred at 55° to 60° C. for 7 hours. After the removal of methanol, the residue was separated by a silica gel column (developer: benzene/ethyl acetate=5/l) to give 4.62 g of 6-cetyloxy-4-piperidinomethyl-2-isopropyl-2H-pyran-3(6H)-one [compound 3] in a yellowish brown viscous oily form. Reactants: NC=1C(=NC(=CN1)C=1C=NN(C1)CC)C1=CC(=C(C(=O)OC)C=C1)F (methyl 4-(3-amino-6-(1-ethyl-1H-pyrazol-4-yl)pyrazin-2-yl)-2-fluorobenzoate), [Li+].[OH-] (LiOH), Cl (HCl). The solvent is CO (MeOH), C1CCOC1 (THF). Reaction conditions: time 4 hour. Product: NC=1C(=NC(=CN1)C=1C=NN(C1)CC)C1=CC(=C(C(=O)O)C=C1)F (4-(3-amino-6-(1-ethyl-1H-pyrazol-4-yl)pyrazin-2-yl)-2-fluorobenzoic acid). As a reaction SMILES: [NH2:1][C:2]1[C:3]([C:15]2[CH:24]=[CH:23][C:18]([C:19]([O:21]C)=[O:20])=[C:17]([F:25])[CH:16]=2)=[N:4][C:5]([C:8]2[CH:9]=[N:10][N:11]([CH2:13][CH3:14])[CH:12]=2)=[CH:6][N:7]=1.[Li+].[OH-].Cl>CO.C1COCC1>[NH2:1][C:2]1[C:3]([C:15]2[CH:24]=[CH:23][C:18]([C:19]([OH:21])=[O:20])=[C:17]([F:25])[CH:16]=2)=[N:4][C:5]([C:8]2[CH:9]=[N:10][N:11]([CH2:13][CH3:14])[CH:12]=2)=[CH:6][N:7]=1 |f:1.2|. Procedure: To methyl 4-(3-amino-6-(1-ethyl-1H-pyrazol-4-yl)pyrazin-2-yl)-2-fluorobenzoate (25 mg, 0.073 mmol) in MeOH (1 mL) and THF (2 mL) was added 1 M LiOH (0.220 mL, 0.2 20 mmol). The reaction mixture was stirred at room temperature for 4 h. The pH of reaction mixture was adjusted to ˜4 by 2 N HCl. The product was extracted with ethyl acetate twice. The combined organics extracts were washed with brine, dried over sodium sulfate, filtered, and evaporated. The residue was proceeded to next step without ...